This data is from the Open Reaction Database (ORD), a public repository of structured organic reaction records. The task is: describe an organic reaction: reactants, conditions, products, and yield The reactants are COC(=O)CN1CC=CCC(NC(=O)OC(C)(C)C)C1=O, ClCCl, O=C(O)C(F)(F)F. Product: COC(=O)CN1CC=CCC(N)C1=O. As a reaction SMILES: [CH3:1][O:2][C:3]([CH2:4][N:5]1[C:6](=[O:20])[CH:7]([NH:12][C:13]([O:14][C:15]([CH3:16])([CH3:17])[CH3:18])=[O:19])[CH2:8][CH:9]=[CH:10][CH2:11]1)=[O:21].[Cl:29][CH2:30][Cl:31].[F:22][C:23]([F:24])([F:25])[C:26]([OH:27])=[O:28]>>[CH3:1][O:2][C:3]([CH2:4][N:5]1[C:6](=[O:20])[CH:7]([NH2:12])[CH2:8][CH:9]=[CH:10][CH2:11]1)=[O:21].